Dataset: the Open Reaction Database (ORD), a public repository of structured organic reaction records. Task: describe an organic reaction: reactants, conditions, products, and yield The reactants are BrCc1ccccc1, CCOC(=O)CC#N, CCO. Yields the product CCOC(=O)C(C#N)Cc1ccccc1. Reaction SMILES: [Br:9][CH2:10][c:11]1[cH:12][cH:13][cH:14][cH:15][cH:16]1.[CH2:1]([CH3:2])[O:3][C:4]([CH2:5][C:6]#[N:7])=[O:8].[CH3:17][CH2:18][OH:19]>>[CH2:1]([CH3:2])[O:3][C:4]([CH:5]([C:6]#[N:7])[CH2:10][c:11]1[cH:12][cH:13][cH:14][cH:15][cH:16]1)=[O:8]. Starting materials: BrCc1ccccc1, O=C([O-])[O-], CCOC(C)=O, [K+], [K+], CC(C)(C)OC(=O)N1CCOc2nc(N3CCNCC3)ccc2C1, CN(C)C=O, O. Product: CC(C)(C)OC(=O)N1CCOc2nc(N3CCN(Cc4ccccc4)CC3)ccc2C1. RXN SMILES: [Br:36][CH2:37][c:38]1[cH:39][cH:40][cH:41][cH:42][cH:43]1.[C:25](=[O:26])([O-:27])[O-:28].[CH3:45][CH2:46][O:47][C:48](=[O:49])[CH3:50].[K+:29].[K+:30].[N:1]1([c:7]2[cH:8][cH:9][c:10]3[c:16]([n:17]2)[O:15][CH2:14][CH2:13][N:12]([C:18](=[O:19])[O:20][C:21]([CH3:22])([CH3:23])[CH3:24])[CH2:11]3)[CH2:2][CH2:3][NH:4][CH2:5][CH2:6]1.[O:31]=[CH:32][N:33]([CH3:34])[CH3:35].[OH2:44]>>[N:1]1([c:7]2[cH:8][cH:9][c:10]3[c:16]([n:17]2)[O:15][CH2:14][CH2:13][N:12]([C:18](=[O:19])[O:20][C:21]([CH3:22])([CH3:23])[CH3:24])[CH2:11]3)[CH2:2][CH2:3][N:4]([CH2:37][c:38]2[cH:39][cH:40][cH:41][cH:42][cH:43]2)[CH2:5][CH2:6]1. Reactants: [OH-].[K+] (potassium hydroxide), C(C)SC(N)=N (2-ethyl-2-thiopseudourea), C(C)OC=C(C(=O)OCC)C#N (ethyl (ethoxymethylene)cyanoacetate). Run in CO (methanol). Run at time 5 minute. Product: C(C)SC1=NC=C(C(=N1)O)C#N (2-Ethylthio-4-hydroxy-5-cyanopyrimidine). Yield: 63.6%. As a reaction SMILES: [OH-].[K+].[CH2:3]([S:5][C:6](=[NH:8])[NH2:7])[CH3:4].C([O:11][CH:12]=[C:13]([C:19]#[N:20])[C:14](OCC)=O)C>CO>[CH2:3]([S:5][C:6]1[N:7]=[C:12]([OH:11])[C:13]([C:19]#[N:20])=[CH:14][N:8]=1)[CH3:4] |f:0.1|. Procedure details: To a solution of potassium hydroxide (640 mg, 10 mmol) in methanol (6 mL) at 0° C. was added 2-ethyl-2-thiopseudourea (1.85 g, 10 mmol). The mixture was warmed to room temperature, stirred for 5 min, then filtered off potassium bromide under N2. The filtrate was cooled down to 0° C. then ethyl (ethoxymethylene)cyanoacetate (420 mg, 2.5 mmol) was added. The mixture was gradually warmed to room temperature and stirred for 20 h. The solvent was removed under reduced pressure, and the crude material...